This data is from the Open Reaction Database (ORD), a public repository of structured organic reaction records. The task is: describe an organic reaction: reactants, conditions, products, and yield Reactants: ClC1=NC(=NC=C1C#CC1=CC=C(C=C1)Cl)N=CN(C(C)C)C(C)C (4-chloro-2-diisopropylaminomethyleneamino-5-(4-chlorophenylethynyl)-pyrimidine), N1CCOCC1 (morpholine). The solvent is C(C)#N (acetonitrile). Reaction conditions: time 18 hour. Product: ClC1=CC=C(C=C1)C#CC=1C(=NC(=NC1)N=CN(C(C)C)C(C)C)N1CCOCC1 (5-(4-chlorophenylethynyl)-2-diisopropylaminomethyleneamino-4-morpholinopyrimidine). Isolated yield 120.7%. As a reaction SMILES: Cl[C:2]1[C:7]([C:8]#[C:9][C:10]2[CH:15]=[CH:14][C:13]([Cl:16])=[CH:12][CH:11]=2)=[CH:6][N:5]=[C:4]([N:17]=[CH:18][N:19]([CH:23]([CH3:25])[CH3:24])[CH:20]([CH3:22])[CH3:21])[N:3]=1.[NH:26]1[CH2:31][CH2:30][O:29][CH2:28][CH2:27]1>C(#N)C>[Cl:16][C:13]1[CH:14]=[CH:15][C:10]([C:9]#[C:8][C:7]2[C:2]([N:26]3[CH2:31][CH2:30][O:29][CH2:28][CH2:27]3)=[N:3][C:4]([N:17]=[CH:18][N:19]([CH:23]([CH3:25])[CH3:24])[CH:20]([CH3:22])[CH3:21])=[N:5][CH:6]=2)=[CH:11][CH:12]=1. Procedure: A mixture of 0.46 g of 4-chloro-2-diisopropylaminomethyleneamino-5-(4-chlorophenylethynyl)-pyrimidine, 40 mL of acetonitrile and 0.41 g of morpholine was stirred at room temperature for 18 hours. The mixture was evaporated in vacuo and the residue partitioned between water and dichloromethane. The organic layer was washed once more with water, dried over sodium sulfate and filtered. The filtrate was loaded on a column of silica gel equilibrated in the same solvent. After elution of an unknown im... Reactants: CCOC(=O)c1c(OCCCC(F)(F)F)c2cc(OCc3ccccc3)ccc2c(=O)n1CC(C)C, CCO, Cl, [Na+], [OH-], O. The product is CC(C)Cn1c(C(=O)O)c(OCCCC(F)(F)F)c2cc(OCc3ccccc3)ccc2c1=O. Reaction SMILES: [CH2:1]([c:2]1[cH:3][cH:4][cH:5][cH:6][cH:7]1)[O:8][c:9]1[cH:10][c:11]2[c:12]([O:29][CH2:30][CH2:31][CH2:32][C:33]([F:34])([F:35])[F:36])[c:13]([C:24](=[O:25])[O:26][CH2:27][CH3:28])[n:14]([CH2:20][CH:21]([CH3:22])[CH3:23])[c:15](=[O:19])[c:16]2[cH:17][cH:18]1.[CH3:41][CH2:42][OH:43].[ClH:40].[Na+:38].[OH-:37].[OH2:39]>>[CH2:1]([c:2]1[cH:3][cH:4][cH:5][cH:6][cH:7]1)[O:8][c:9]1[cH:10][c:11]2[c:12]([O:29][CH2:30][CH2:31][CH2:32][C:33]([F:34])([F:35])[F:36])[c:13]([C:24](=[O:25])[OH:26])[n:14]([CH2:20][CH:21]([CH3:22])[CH3:23])[c:15](=[O:19])[c:16]2[cH:17][cH:18]1. Starting materials: FC(C1=CC2=C(C(=NCC=3N2C(=NN3)C)C3=CC=CC=C3)C=C1)(F)F (9-trifluoromethyl-1-methyl-6-phenyl-4H-s-triazolo[4,3-a][1,4]benzodiazepine). Solvent: C(C)(=O)Br (acetyl bromide), CCN(CC)CN(CC)CC (N,N,N',N'-tetraethyldiaminomethane), CN(C=O)C (dimethylformamide), CCN(CC)CN(CC)CC (N,N,N',N',-tetraethyldiaminomethane). Yields the product FC(C1=CC2=C(C(=NCC=3N2C(=NN3)CCN(CC)CC)C3=CC=CC=C3)C=C1)(F)F (9-trifluoromethyl-1-[2-(diethylamino)ethyl]-6-phenyl-4H-s-triazolo[4,3-a][1,4]benzodiazepine). As a reaction SMILES: [F:1][C:2]([F:25])([F:24])[C:3]1[CH:23]=[CH:22][C:6]2[C:7]([C:16]3[CH:21]=[CH:20][CH:19]=[CH:18][CH:17]=3)=[N:8][CH2:9][C:10]3[N:11]([C:12]([CH3:15])=[N:13][N:14]=3)[C:5]=2[CH:4]=1>CN(C)C=O.CCN(CN(CC)CC)CC.C(Br)(=O)C>[F:25][C:2]([F:1])([F:24])[C:3]1[CH:23]=[CH:22][C:6]2[C:7]([C:16]3[CH:21]=[CH:20][CH:19]=[CH:18][CH:17]=3)=[N:8][CH2:9][C:10]3[N:11]([C:12]([CH2:15][CH2:12][N:11]([CH2:5][CH3:4])[CH2:10][CH3:9])=[N:13][N:14]=3)[C:5]=2[CH:4]=1. Procedure: In the manner given in Example 1, a solution of 9-trifluoromethyl-1-methyl-6-phenyl-4H-s-triazolo[4,3-a][1,4]benzodiazepine in dimethylformamide, N,N,N',N',-tetraethyldiaminomethane and acetyl bromide (in 0.2 molar excess compared to the N,N,N',N'-tetraethyldiaminomethane) are reacted together to give 9-trifluoromethyl-1-[2-(diethylamino)ethyl]-6-phenyl-4H-s-triazolo[4,3-a][1,4]benzodiazepine. Reactants: ClC1=CC=C(C=C1)C=1N=C(C2=C(N1)CCC2)Cl (2-(4-chlorophenyl)-4-chloro-6,7-dihydro-5H-cyclopenta[d]pyrimidine), C1(CCCC1)N (cyclopentylamine), CN1C(CCC1)=O (N-methylpyrrolidone). Solvent: O (water). Run at time 5 hour. The product is ClC1=CC=C(C=C1)C=1N=C(C2=C(N1)CCC2)NC2CCCC2 (2-(4-Chlorophenyl)-4-cyclopentylamino-6,7-dihydro-5H-cyclopenta[d]pyrimidine). RXN SMILES: [Cl:1][C:2]1[CH:7]=[CH:6][C:5]([C:8]2[N:9]=[C:10](Cl)[C:11]3[CH2:16][CH2:15][CH2:14][C:12]=3[N:13]=2)=[CH:4][CH:3]=1.[CH:18]1([NH2:23])[CH2:22][CH2:21][CH2:20][CH2:19]1.CN1CCCC1=O>O>[Cl:1][C:2]1[CH:7]=[CH:6][C:5]([C:8]2[N:9]=[C:10]([NH:23][CH:18]3[CH2:22][CH2:21][CH2:20][CH2:19]3)[C:11]3[CH2:16][CH2:15][CH2:14][C:12]=3[N:13]=2)=[CH:4][CH:3]=1. Procedure: 0.265 g of 2-(4-chlorophenyl)-4-chloro-6,7-dihydro-5H-cyclopenta[d]pyrimidine, 0.4 g of cyclopentylamine and 1 ml of N-methylpyrrolidone were heated to 130° C. in an oil bath. After 5 hours, the mixture was diluted with 20 ml of water and stirred at room temperature. The precipitated product was filtered off with suction, washed with water and dried in vacuo at 40° C. Reactants: C(=O)([O-])[O-].[Na+].[Na+] (Na2CO3), O (DI water), C1CCOC1 (THF), NC(CO)CO (serinol), ClC(=O)OCC (Ethyl chloroformate), O (DI water). Run at time 4 hour. Yields the product OCC(CO)NC(OCC)=O (ethyl 1,3-dihydroxypropan-2-yl-carbamate). Yield: 54.5%. Reaction SMILES: C([O-])([O-])=O.[Na+].[Na+].O.C1COCC1.Cl[C:14]([O:16][CH2:17][CH3:18])=[O:15].[NH2:19][CH:20]([CH2:23][OH:24])[CH2:21][OH:22]>>[OH:22][CH2:21][CH:20]([NH:19][C:14](=[O:15])[O:16][CH2:17][CH3:18])[CH2:23][OH:24] |f:0.1.2|. Procedure: In a 1 liter round bottom flask with magnetic stir bar, serinol (10.0 g) and Na2CO3 (25.0 g) were dissolved in the mixture of DI water (250 mL) and THF (150 mL). The reaction mixture was allowed to cool in ice. Ethyl chloroformate (10.5 mL) was added drop-wise and the reaction was allowed to proceed in ice for 4 hours, followed by about 16 hours at room temperature. Another 100 mL of DI water was added to the reaction mixture and the product was extracted into ethyl acetate (20×100 mL). The crud...